The task is: describe an organic reaction: reactants, conditions, products, and yield. This data is from the Open Reaction Database (ORD), a public repository of structured organic reaction records. Procedure: According to the method described for Reference Example 45, 2-chloromethyl-5-methyl-4-phenyloxazole was allowed to o-hydroxybenzaldehyde to give 2-(5-methyl-4-phenyl-2-oxazolylmethoxy)benzaldehyde. Recrystallization from ethyl acetate--ether gave colorless prisms, m.p.95°-96° C. Yields the product CC1=C(N=C(O1)COC1=C(C=O)C=CC=C1)C1=CC=CC=C1 (2-(5-methyl-4-phenyl-2-oxazolylmethoxy)benzaldehyde). Starting materials: ClCC=1OC(=C(N1)C1=CC=CC=C1)C (2-chloromethyl-5-methyl-4-phenyloxazole), OC1=C(C=O)C=CC=C1 (o-hydroxybenzaldehyde). As a reaction SMILES: Cl[CH2:2][C:3]1[O:4][C:5]([CH3:14])=[C:6]([C:8]2[CH:13]=[CH:12][CH:11]=[CH:10][CH:9]=2)[N:7]=1.[OH:15][C:16]1[CH:23]=[CH:22][CH:21]=[CH:20][C:17]=1[CH:18]=[O:19]>>[CH3:14][C:5]1[O:4][C:3]([CH2:2][O:15][C:16]2[CH:23]=[CH:22][CH:21]=[CH:20][C:17]=2[CH:18]=[O:19])=[N:7][C:6]=1[C:8]1[CH:13]=[CH:12][CH:11]=[CH:10][CH:9]=1. Starting materials: BrCCCn1ccnc1, CC(=O)N(c1ccc(Cl)cc1)C1CC(C)N(C(=O)c2ccc(O)cc2)c2ccccc21, [K+], [K+], O=C([O-])[O-], CN(C)C=O. Product: CC(=O)N(c1ccc(Cl)cc1)C1CC(C)N(C(=O)c2ccc(OCCCn3ccnc3)cc2)c2ccccc21. Reaction SMILES: [Br:38][CH2:39][CH2:40][CH2:41][n:42]1[cH:43][n:44][cH:45][cH:46]1.[Cl:1][c:2]1[cH:3][cH:4][c:5]([N:8]([C:9]([CH3:10])=[O:11])[CH:12]2[CH2:13][CH:14]([CH3:31])[N:15]([C:22]([c:23]3[cH:24][cH:25][c:26]([OH:29])[cH:27][cH:28]3)=[O:30])[c:16]3[cH:17][cH:18][cH:19][cH:20][c:21]32)[cH:6][cH:7]1.[K+:32].[K+:33].[O-:34][C:35]([O-:36])=[O:37].[O:47]=[CH:48][N:49]([CH3:50])[CH3:51]>>[Cl:1][c:2]1[cH:3][cH:4][c:5]([N:8]([C:9]([CH3:10])=[O:11])[CH:12]2[CH2:13][CH:14]([CH3:31])[N:15]([C:22]([c:23]3[cH:24][cH:25][c:26]([O:29][CH2:39][CH2:40][CH2:41][n:42]4[cH:43][n:44][cH:45][cH:46]4)[cH:27][cH:28]3)=[O:30])[c:16]3[cH:17][cH:18][cH:19][cH:20][c:21]32)[cH:6][cH:7]1.